describe an organic reaction: reactants, conditions, products, and yield From a dataset of the Open Reaction Database (ORD), a public repository of structured organic reaction records. Reactants: Cc1ccc(C)c(N)c1, COc1ccc(Cl)cc1. As a reaction SMILES: [CH3:10][c:11]1[cH:12][cH:13][c:14]([CH3:15])[c:16]([NH2:17])[cH:18]1.[Cl:1][c:2]1[cH:3][cH:4][c:5]([O:8][CH3:9])[cH:6][cH:7]1>>[c:2]1([NH:17][c:16]2[c:14]([CH3:15])[cH:13][cH:12][c:11]([CH3:10])[cH:18]2)[cH:3][cH:4][c:5]([O:8][CH3:9])[cH:6][cH:7]1. Yields the product COc1ccc(Nc2cc(C)ccc2C)cc1. Starting materials: O=C(OC(Cl)(Cl)Cl)Cl (diphosgene), NC1CCN(CC1)C(=O)OCC1=CC=CC=C1 (Benzyl 4-aminopiperidine-1-carboxylate), O1CCC(CC1)O (Tetrahydro-2H-pyran-4-ol). Solvent: C1(=CC=CC=C1)C (toluene), C1(=CC=CC=C1)C (toluene). Run at temperature 80 celsius, time 12 hour. Yields the product O1CCC(CC1)OC(=O)NC1CCN(CC1)C(=O)OCC1=CC=CC=C1 (Benzyl 4-((tetrahydro-2H-pyran-4-yloxy)carbonylamino)piperidine-1-carboxylate). Reaction SMILES: [NH2:1][CH:2]1[CH2:7][CH2:6][N:5]([C:8]([O:10][CH2:11][C:12]2[CH:17]=[CH:16][CH:15]=[CH:14][CH:13]=2)=[O:9])[CH2:4][CH2:3]1.[O:18]=[C:19](Cl)[O:20][C:21](Cl)(Cl)Cl.[O:26]1[CH2:31][CH2:30]C(O)[CH2:28][CH2:27]1>C1(C)C=CC=CC=1>[O:26]1[CH2:31][CH2:30][CH:21]([O:20][C:19]([NH:1][CH:2]2[CH2:3][CH2:4][N:5]([C:8]([O:10][CH2:11][C:12]3[CH:17]=[CH:16][CH:15]=[CH:14][CH:13]=3)=[O:9])[CH2:6][CH2:7]2)=[O:18])[CH2:28][CH2:27]1. Procedure: Benzyl 4-aminopiperidine-1-carboxylate (100 mg) is dissolved in toluene (1 mL), treated dropwise with a solution of diphosgene (52 μL) in toluene (1 mL) and stirred for 12 hours at 80° C. Tetrahydro-2H-pyran-4-ol (41 μL) is added and the mixture is heated for 3 hours at 80° C. The mixture is partitioned between ethylacetate and saturated aqueous NH4Cl solution. The organic phase is dried (MgSO4) and concentrated. The residue is purified by HPLC on reversed phase to give the title compound. LC (m... Starting materials: CN1CCC2(CCNC2)C1, CC#N, Cl, Cl, CC1COc2c(F)c(F)cc3c(=O)c(C(=O)O)cn1c23, C1CCC2=NCCCN2CC1. Yields the product CC1COc2c(N3CCC4(CCN(C)C4)C3)c(F)cc3c(=O)c(C(=O)O)cn1c23. As a reaction SMILES: [CH3:3][N:4]1[CH2:5][C:6]2([CH2:7][CH2:8]1)[CH2:9][NH:10][CH2:11][CH2:12]2.[CH3:44][C:45]#[N:46].[ClH:1].[ClH:2].[F:24][c:25]1[c:26]([F:43])[c:27]2[c:28]3[n:29]([cH:34][c:35]([C:40](=[O:41])[OH:42])[c:36](=[O:39])[c:37]3[cH:38]1)[CH:30]([CH3:33])[CH2:31][O:32]2.[N:13]12[CH2:14][CH2:15][CH2:16][N:17]=[C:18]1[CH2:19][CH2:20][CH2:21][CH2:22][CH2:23]2>>[CH3:3][N:4]1[CH2:5][C:6]2([CH2:7][CH2:8]1)[CH2:9][N:10]([c:26]1[c:25]([F:24])[cH:38][c:37]3[c:28]4[c:27]1[O:32][CH2:31][CH:30]([CH3:33])[n:29]4[cH:34][c:35]([C:40](=[O:41])[OH:42])[c:36]3=[O:39])[CH2:11][CH2:12]2. The reactants are O=O (O2), CC(C)=CCC\C(\C)=C\CO (geraniol), ((S)-MeO-BIPHEP-TS-Na)Ru(OCOCF3)2, C(C)(=O)OCC (ethyl acetate). Run in O (water). Run at temperature 20 celsius, time 68 hour. Yields the product CC(C)=CCC[C@@H](C)CCO ((R)-Citronellol). Isolated yield 86.4%. Reaction SMILES: O=O.[CH3:3][C:4](=[CH:6][CH2:7][CH2:8]/[C:9](=[CH:11]/[CH2:12][OH:13])/[CH3:10])[CH3:5].C(OCC)(=O)C>O>[CH3:3][C:4](=[CH:6][CH2:7][CH2:8][C@H:9]([CH2:11][CH2:12][OH:13])[CH3:10])[CH3:5]. Procedure details: A 185 ml autoclave was charged in a glove box (O2 content<1 ppm) with 8.8 g geraniol VIII [(E)-3,7-dimethyl-2,6-octadien-1-ol], 75.2 mg ((S)-MeO-BIPHEP-TS-Na)Ru(OCOCF3)2, 31 ml ethyl acetate and 8 ml water. The hydrogenation was effected under vigorous stirring at 20 ° C. and 60 bar. After 68 hours the conversion amounted to 96%. The organic phase was separated and evaporated at 45 ° C./17 mbar. The residue consisted 92% (R)-Citronellol (A) and 4% by-product B. For purification the clear residue... Reactants: CCOC(C)=O, CN(C)c1cc(-c2ccc3nc(N)sc3c2)cnc1Cl, O=C(Cl)Oc1ccccc1, ClCCl, c1ccncc1. Yields the product CN(C)c1cc(-c2ccc3nc(NC(=O)Oc4ccccc4)sc3c2)cnc1Cl. Reaction SMILES: [CH3:40][CH2:41][O:42][C:43]([CH3:44])=[O:45].[Cl:1][c:2]1[c:3]([N:18]([CH3:19])[CH3:20])[cH:4][c:5](-[c:8]2[cH:9][c:10]3[c:11]([n:12][c:13]([NH2:15])[s:14]3)[cH:16][cH:17]2)[cH:6][n:7]1.[Cl:21][C:22](=[O:23])[O:24][c:25]1[cH:26][cH:27][cH:28][cH:29][cH:30]1.[Cl:37][CH2:38][Cl:39].[cH:31]1[cH:32][cH:33][n:34][cH:35][cH:36]1>>[Cl:1][c:2]1[c:3]([N:18]([CH3:19])[CH3:20])[cH:4][c:5](-[c:8]2[cH:9][c:10]3[c:11]([n:12][c:13]([NH:15][C:22](=[O:23])[O:24][c:25]4[cH:26][cH:27][cH:28][cH:29][cH:30]4)[s:14]3)[cH:16][cH:17]2)[cH:6][n:7]1. The reactants are C(C)OC([C@H](CNC(=O)C1(CC2=CC=CC=C2C1)CSC(C)=O)O)=O (N-[2-(ACETYLTHIOMETHYL)INDAN-2-CARBONYL]-(S)-ISOSERINE ETHYL ESTER), [OH-].[Na+] (NaOH), Cl (HCl). Reaction conditions: time 45 minute. Yields the product SCC1(CC2=CC=CC=C2C1)C(=O)NC[C@H](O)C(=O)O (N-[2-(MERCAPTOMETHYL)INDAN-2-CARBONYL]-(S)-ISOSERINE). RXN SMILES: C([O:3][C:4](=[O:25])[C@@H:5]([OH:24])[CH2:6][NH:7][C:8]([C:10]1([CH2:19][S:20]C(=O)C)[CH2:18][C:17]2[C:12](=[CH:13][CH:14]=[CH:15][CH:16]=2)[CH2:11]1)=[O:9])C.[OH-].[Na+].Cl>>[SH:20][CH2:19][C:10]1([C:8]([NH:7][CH2:6][C@@H:5]([C:4]([OH:25])=[O:3])[OH:24])=[O:9])[CH2:18][C:17]2[C:12](=[CH:13][CH:14]=[CH:15][CH:16]=2)[CH2:11]1 |f:1.2|. Procedure: To the product of Example 6 (0.19 g, 0.52 mmol) in ETOH, add 1.0N NaOH (3.0 ml), stir 45 min and add 1.0N HCl (3.0 ml). Extract with EtOAc, dry and concentrate to obtain the title compound as a gum, [α]D26 =+2.8° (EtOH) Reactants: COC(=O)CCN1C=C(C2=CC(=CC=C12)/C=C/C(=O)OC(C)(C)C)CC=1C=NC=CC1 (t-butyl (E)-3-[1-(2-methoxycarbonylethyl)-3-(3-pyridylmethyl)-1H-indol-5-yl]-2-propenoate), C(=O)[O-].[NH4+] (ammonium formate). Reagents/catalysts: [Pd] (palladium on carbon). Run in CO (methanol), O1CCCC1 (tetrahydrofuran). Conditions: temperature 60 celsius. The product is COC(=O)CCN1C=C(C2=CC(=CC=C12)CCC(=O)OC(C)(C)C)CC=1C=NC=CC1 (t-Butyl 1-(2-methoxycarbonylethyl)-3-(3-pyridylmethyl)-1H-indole-5propanoate). Isolated yield 98.8%. RXN SMILES: [CH3:1][O:2][C:3]([CH2:5][CH2:6][N:7]1[C:15]2[C:10](=[CH:11][C:12](/[CH:16]=[CH:17]/[C:18]([O:20][C:21]([CH3:24])([CH3:23])[CH3:22])=[O:19])=[CH:13][CH:14]=2)[C:9]([CH2:25][C:26]2[CH:27]=[N:28][CH:29]=[CH:30][CH:31]=2)=[CH:8]1)=[O:4].C([O-])=O.[NH4+]>[Pd].CO.O1CCCC1>[CH3:1][O:2][C:3]([CH2:5][CH2:6][N:7]1[C:15]2[C:10](=[CH:11][C:12]([CH2:16][CH2:17][C:18]([O:20][C:21]([CH3:24])([CH3:23])[CH3:22])=[O:19])=[CH:13][CH:14]=2)[C:9]([CH2:25][C:26]2[CH:27]=[N:28][CH:29]=[CH:30][CH:31]=2)=[CH:8]1)=[O:4] |f:1.2|. Procedure: A mixture of t-butyl (E)-3-[1-(2-methoxycarbonylethyl)-3-(3-pyridylmethyl)-1H-indol-5-yl]-2-propenoate (7.86 g), 10% palladium on carbon (0.70 g) and ammonium formate (5.60 g) in a mixture of methanol (40 ml) and tetrahydrofuran (40 ml) was heated at 60° C. for 3 hours and then cooled. The mixture was filtered and the residue was washed with methanol. The filtrate and washings were combined and evaporated, and the residue-was partitioned between water and ether. The organic layer was separated a...